The task is: describe an organic reaction: reactants, conditions, products, and yield. This data is from the Open Reaction Database (ORD), a public repository of structured organic reaction records. Starting materials: C(=O)(OC(C)(C)C)N[C@@H](CC1=CC=C(C=C1)O)C(=O)N[C@H](CCCC)C(=O)NCC(=O)N[C@@H](CC1=CC=CC=C1)C(=O)C1C2(CC3CC(CC1(C3)N)C2)C(=O)OC (methyl Boc-L-tyrosyl-D-norleucyl-glycyl-phenylalanyl-3-amino-1-adamantanecarboxylate), solution, Cl (hydrogen chloride). Run in C(C)(=O)OC (methyl acetate), O1CCOCC1 (dioxane). Run at time 1 hour. Yields the product Cl.N[C@@H](CC1=CC=C(C=C1)O)C(=O)N[C@H](CCCC)C(=O)NCC(=O)N[C@@H](CC1=CC=CC=C1)C(=O)C1C2(CC3CC(CC1(C3)N)C2)C(=O)OC (methyl L-tyrosyl-D-norleucyl-glycyl-L-phenylalanyl-3-amino-1-adamantanecarboxylate hydrochloride). RXN SMILES: C([NH:8][C@H:9]([C:18]([NH:20][C@@H:21]([C:26]([NH:28][CH2:29][C:30]([NH:32][C@H:33]([C:41]([CH:43]1[C:50]2([NH2:52])[CH2:51][CH:46]3[CH2:47][CH:48]([CH2:53][C:44]1([C:54]([O:56][CH3:57])=[O:55])[CH2:45]3)[CH2:49]2)=[O:42])[CH2:34][C:35]1[CH:40]=[CH:39][CH:38]=[CH:37][CH:36]=1)=[O:31])=[O:27])[CH2:22][CH2:23][CH2:24][CH3:25])=[O:19])[CH2:10][C:11]1[CH:16]=[CH:15][C:14]([OH:17])=[CH:13][CH:12]=1)(OC(C)(C)C)=O.[ClH:58]>C(OC)(=O)C.O1CCOCC1>[ClH:58].[NH2:8][C@H:9]([C:18]([NH:20][C@@H:21]([C:26]([NH:28][CH2:29][C:30]([NH:32][C@H:33]([C:41]([CH:43]1[C:50]2([NH2:52])[CH2:51][CH:46]3[CH2:47][CH:48]([CH2:53][C:44]1([C:54]([O:56][CH3:57])=[O:55])[CH2:45]3)[CH2:49]2)=[O:42])[CH2:34][C:35]1[CH:40]=[CH:39][CH:38]=[CH:37][CH:36]=1)=[O:31])=[O:27])[CH2:22][CH2:23][CH2:24][CH3:25])=[O:19])[CH2:10][C:11]1[CH:12]=[CH:13][C:14]([OH:17])=[CH:15][CH:16]=1 |f:4.5|. Reported procedure: To a solution of 0.896 g of methyl Boc-L-tyrosyl-D-norleucyl-glycyl-phenylalanyl-3-amino-1-adamantanecarboxylate in 10 ml of methyl acetate is added 10 ml of a 6 M solution of hydrogen chloride in dioxane. The reaction mixture is allowed to stand for one hour at room temperature, then the solvent is removed under vacuum. The residue is extracted with ethyl acetate. Removal of the solvent gives methyl L-tyrosyl-D-norleucyl-glycyl-L-phenylalanyl-3-amino-1-adamantanecarboxylate hydrochloride which ... Reactants: O=C(CBr)OCc1ccccc1, CN(C)c1cc2[nH]c(=S)oc2c2c1CC1CC3C(N(C)C)C(O)=C(C(N)=O)C(=O)C3(O)C(O)=C1C2=O, CN(C)C=O, CCN(C(C)C)C(C)C. Product: CN(C)c1cc2nc(SCC(=O)OCc3ccccc3)oc2c2c1CC1CC3C(N(C)C)C(O)=C(C(N)=O)C(=O)C3(O)C(O)=C1C2=O. Reaction SMILES: [CH2:46]([c:47]1[cH:48][cH:49][cH:50][cH:51][cH:52]1)[O:53][C:54]([CH2:55][Br:56])=[O:57].[CH3:1][N:2]([c:3]1[cH:4][c:5]2[nH:6][c:7](=[S:35])[o:8][c:9]2[c:10]2[c:23]1[CH2:22][CH:21]1[C:12](=[C:13]([OH:33])[C:14]3([OH:32])[C:15](=[O:31])[C:16]([C:28](=[O:29])[NH2:30])=[C:17]([OH:27])[CH:18]([N:24]([CH3:25])[CH3:26])[CH:19]3[CH2:20]1)[C:11]2=[O:34])[CH3:36].[CH3:58][N:59]([CH3:60])[CH:61]=[O:62].[CH:37]([N:38]([CH:39]([CH3:40])[CH3:41])[CH2:42][CH3:43])([CH3:44])[CH3:45]>>[CH3:1][N:2]([c:3]1[cH:4][c:5]2[n:6][c:7]([S:35][CH2:55][C:54]([O:53][CH2:46][c:47]3[cH:48][cH:49][cH:50][cH:51][cH:52]3)=[O:57])[o:8][c:9]2[c:10]2[c:23]1[CH2:22][CH:21]1[C:12](=[C:13]([OH:33])[C:14]3([OH:32])[C:15](=[O:31])[C:16]([C:28](=[O:29])[NH2:30])=[C:17]([OH:27])[CH:18]([N:24]([CH3:25])[CH3:26])[CH:19]3[CH2:20]1)[C:11]2=[O:34])[CH3:36]. Starting materials: CCO, [Li+], COC(=O)c1ccc(N2CCCCCS2(=O)=O)c(C)c1, [OH-], O. Product: Cc1cc(C(=O)O)ccc1N1CCCCCS1(=O)=O. As a reaction SMILES: [CH3:24][CH2:25][OH:26].[Li+:21].[O:1]=[S:2]1(=[O:20])[N:3]([c:9]2[c:10]([CH3:19])[cH:11][c:12]([C:13](=[O:14])[O:15][CH3:16])[cH:17][cH:18]2)[CH2:4][CH2:5][CH2:6][CH2:7][CH2:8]1.[OH-:22].[OH2:23]>>[O:1]=[S:2]1(=[O:20])[N:3]([c:9]2[c:10]([CH3:19])[cH:11][c:12]([C:13](=[O:14])[OH:15])[cH:17][cH:18]2)[CH2:4][CH2:5][CH2:6][CH2:7][CH2:8]1. Starting materials: C(C)(C)OC=1C=C2CCCC(C2=CC1)=O (6-isopropoxy-3,4-dihydro-2H-naphthalen-1-one), C[Mg]I (MeMgI). Yields the product C(C)(C)OC1=CC=C2C(=CCCC2=C1)C (7-isopropoxy-4-methyl-1,2-dihydro-naphthalene). Reaction SMILES: [CH:1]([O:4][C:5]1[CH:6]=[C:7]2[C:12](=[CH:13][CH:14]=1)[C:11](=O)[CH2:10][CH2:9][CH2:8]2)([CH3:3])[CH3:2].[CH3:16][Mg]I>>[CH:1]([O:4][C:5]1[CH:6]=[C:7]2[C:12]([C:11]([CH3:16])=[CH:10][CH2:9][CH2:8]2)=[CH:13][CH:14]=1)([CH3:3])[CH3:2]. Procedure: Using general procedure A (Exp. 1.1), 6-isopropoxy-3,4-dihydro-2H-naphthalen-1-one was reacted with MeMgI to give 7-isopropoxy-4-methyl-1,2-dihydro-naphthalene as a colorless oil. MS: 203.4 ([M+H]+). The reactants are ice water, F[C@@H]1[C@@H]2C=3C=CC(=CC3C[C@H]([C@H]2[C@@H]2CCC([C@@]2(C)C1)=O)CCCCCN1[C@@H](CCC1)CSC1=CC=C(C=C1)C(F)(F)F)O (11β-fluoro-3-hydroxy-7α-{5-[(2S)-2-(4-trifluoromethylphenylthiomethyl)-pyrrolidin-1-yl]-pentyl}-estra-1,3,5(10)-trien-17-one), C(C)O (ethanol), [BH4-].[Na+] (sodium borohydride). Run in O (water). Reaction conditions: time 2 hour. Product: F[C@@H]1[C@@H]2C=3C=CC(=CC3C[C@H]([C@H]2[C@@H]2CC[C@@H]([C@@]2(C)C1)O)CCCCCN1[C@@H](CCC1)CSC1=CC=C(C=C1)C(F)(F)F)O (11β-fluoro-7α-{5-[(2S)-2-(4-trifluoromethylphenylthiomethyl)-pyrrolidin-1-yl]-pentyl}-estra-1,3,5(10)-triene-3,17β-diol). Isolated yield 74.2%. As a reaction SMILES: [F:1][C@H:2]1[CH2:19][C@@:17]2([CH3:18])[C@@H:13]([CH2:14][CH2:15][C:16]2=[O:20])[C@H:12]2[C@H:3]1[C:4]1[CH:5]=[CH:6][C:7]([OH:43])=[CH:8][C:9]=1[CH2:10][C@H:11]2[CH2:21][CH2:22][CH2:23][CH2:24][CH2:25][N:26]1[CH2:30][CH2:29][CH2:28][C@H:27]1[CH2:31][S:32][C:33]1[CH:38]=[CH:37][C:36]([C:39]([F:42])([F:41])[F:40])=[CH:35][CH:34]=1.C(O)C.[BH4-].[Na+]>O>[F:1][C@H:2]1[CH2:19][C@@:17]2([CH3:18])[C@@H:13]([CH2:14][CH2:15][C@@H:16]2[OH:20])[C@H:12]2[C@H:3]1[C:4]1[CH:5]=[CH:6][C:7]([OH:43])=[CH:8][C:9]=1[CH2:10][C@H:11]2[CH2:21][CH2:22][CH2:23][CH2:24][CH2:25][N:26]1[CH2:30][CH2:29][CH2:28][C@H:27]1[CH2:31][S:32][C:33]1[CH:34]=[CH:35][C:36]([C:39]([F:42])([F:41])[F:40])=[CH:37][CH:38]=1 |f:2.3|. Reported procedure: A solution of 0.43 g of 11β-fluoro-3-hydroxy-7α-{5-[(2S)-2-(4-trifluoromethylphenylthiomethyl)-pyrrolidin-1-yl]-pentyl}-estra-1,3,5(10)-trien-17-one in 4 ml of tetrahydrofiran, 2.3 ml of ethanol and 1 ml of water is mixed in portions at 0° C. with 111 mg of sodium borohydride, and it is stirred for 2 hours. Then, it is added to ice water, extracted three times with ethyl acetate, washed with common salt solution, dried on sodium sulfate, concentrated by evaporation in a vacuum and chromatographe... Starting materials: C=1C=CC2=C(C1)N=NN2O (HOBT), CCN(C(C)C)C(C)C (DIEA), C1CCC(CC1)N=C=NC2CCCCC2 (DCC), N1=CC=C(C=C1)C1=CC=C(C(=O)O)C=C1 (4-(pyridin-4-yl)benzoic acid), N[C@H](CO)CC1=CC=CC=C1 ((S)-2-amino-3-phenylpropan-1-ol). RXN SMILES: C1CCC(N=C=NC2CCCCC2)CC1.[N:16]1[CH:21]=[CH:20][C:19]([C:22]2[CH:30]=[CH:29][C:25]([C:26]([OH:28])=O)=[CH:24][CH:23]=2)=[CH:18][CH:17]=1.C1C=CC2N(O)N=NC=2C=1.CCN(C(C)C)C(C)C.[NH2:50][C@@H:51]([CH2:54][C:55]1[CH:60]=[CH:59][CH:58]=[CH:57][CH:56]=1)[CH2:52][OH:53]>CC(N(C)C)=O>[CH2:54]([C@H:51]([NH:50][C:26](=[O:28])[C:25]1[CH:24]=[CH:23][C:22]([C:19]2[CH:18]=[CH:17][N:16]=[CH:21][CH:20]=2)=[CH:30][CH:29]=1)[CH2:52][OH:53])[C:55]1[CH:60]=[CH:59][CH:58]=[CH:57][CH:56]=1. Procedure details: In a microwave vial containing 3 eq. of PS-DCC, 4-(pyridin-4-yl)benzoic acid (20 mg, 0.1 mmol) was added dissolved in DMA (1.0 ml). Then a solution of HOBT (14 mg, 0.1 mmol) dissolved in DMA (0.3 ml) was added followed by the addition of DIEA (36 μl, 0.2 mmol) dissolved in DMA (0.3 ml) and the addition of (S)-2-amino-3-phenylpropan-1-ol (17 mg, 0.11 mmol) dissolved in DMA (0.6 ml). The mixture was heated in the microwave to 100° C. for 600 seconds. The reaction was filtered through Si-Carbonate,... Product: C(C1=CC=CC=C1)[C@@H](CO)NC(C1=CC=C(C=C1)C1=CC=NC=C1)=O (N-[(1S)-1-benzyl-2-hydroxyethyl]-4-pyridin-4-ylbenzamide). Conditions: temperature 100 celsius. Solvent: CC(=O)N(C)C (DMA), CC(=O)N(C)C (DMA), CC(=O)N(C)C (DMA), CC(=O)N(C)C (DMA). Starting materials: C1CCC(CC1)S (cyclohexylthiol), ClC1=C(C=NN1C1=CC=C(C(=O)OC)C=C1)C(NC1CCCCC1)=O (methyl 4-[5-chloro-4-(cyclohexylcarbamoyl)pyrazol-1-yl]benzoate). Product: C1(CCCCC1)NC(=O)C=1C=NN(C1SC1CCCCC1)C1=CC=C(C(=O)OC)C=C1 (Methyl 4-[4-(cyclohexylcarbamoyl)-5-cyclohexylsulfanylpyrazol-1-yl]benzoate). RXN SMILES: [CH2:1]1[CH2:6][CH2:5][CH:4]([SH:7])[CH2:3][CH2:2]1.Cl[C:9]1[N:13]([C:14]2[CH:23]=[CH:22][C:17]([C:18]([O:20][CH3:21])=[O:19])=[CH:16][CH:15]=2)[N:12]=[CH:11][C:10]=1[C:24](=[O:32])[NH:25][CH:26]1[CH2:31][CH2:30][CH2:29][CH2:28][CH2:27]1>>[CH:26]1([NH:25][C:24]([C:10]2[CH:11]=[N:12][N:13]([C:14]3[CH:15]=[CH:16][C:17]([C:18]([O:20][CH3:21])=[O:19])=[CH:22][CH:23]=3)[C:9]=2[S:7][CH:4]2[CH2:5][CH2:6][CH2:1][CH2:2][CH2:3]2)=[O:32])[CH2:31][CH2:30][CH2:29][CH2:28][CH2:27]1. Reported procedure: Methyl 4-[4-(cyclohexylcarbamoyl)-5-cyclohexylsulfanylpyrazol-1-yl]benzoate was prepared from cyclohexylthiol and methyl 4-[5-chloro-4-(cyclohexylcarbamoyl)pyrazol-1-yl]benzoate (Intermediate#15) by the same process used for Intermdiate#96. Reactants: COc1ccc([N+](=O)[O-])cc1Br, CC(=O)OC(C)=O, [Fe]. Yields the product COc1ccc(NC(C)=O)cc1Br. As a reaction SMILES: [Br:1][c:2]1[c:3]([O:11][CH3:12])[cH:4][cH:5][c:6]([N+:8]([O-:9])=[O:10])[cH:7]1.[CH3:13][C:14](=[O:15])[O:16][C:17](=[O:18])[CH3:19].[Fe:20]>>[Br:1][c:2]1[c:3]([O:11][CH3:12])[cH:4][cH:5][c:6]([NH:8][C:14]([CH3:13])=[O:15])[cH:7]1.